Dataset: the Open Reaction Database (ORD), a public repository of structured organic reaction records. Task: describe an organic reaction: reactants, conditions, products, and yield The reactants are C1(=CC=CC=C1)C1(OC=2C(C=CC2)=CC1)CC#N (2-phenyl-7-benzofuranacetonitrile), CO (methanol), ION, [OH-].[Na+] (sodium hydroxide), O (water), CO (methanol), O (water). The product is C1(=CC=CC=C1)C1(OC=2C(C=CC2)=CC1)CC(=O)O (2-phenyl-7-benzofuranacetic acid). As a reaction SMILES: [C:1]1([C:7]2([CH2:16][C:17]#N)[CH2:15][CH:14]=[C:10]3[CH:11]=[CH:12][CH:13]=[C:9]3[O:8]2)[CH:6]=[CH:5][CH:4]=[CH:3][CH:2]=1.CO.[OH-:21].[Na+].[OH2:23]>>[C:1]1([C:7]2([CH2:16][C:17]([OH:23])=[O:21])[CH2:15][CH:14]=[C:10]3[CH:11]=[CH:12][CH:13]=[C:9]3[O:8]2)[CH:6]=[CH:5][CH:4]=[CH:3][CH:2]=1 |f:2.3|. Procedure details: A suspension of 24.68 g of the product of Step A, 200 ml of methanol, 100 ml of water and 160 ml of a ION sodium hydroxide solution was refluxed for 16 hours and the methanol was eliminated. The product was taken up in water and washed with methylene chloride. Acidification was carried out with 150 ml of a 12N hydrochloric acid solution. The product was separated out, made into a paste in water and dried to obtain 22 g of the desired product melting at 139.1° C. Yields the product ClC1=CC2=C(C3=C(CN=C2C2=CC=CC=C2)C=NC(=N3)C)C=C1 (9-Chloro-2-methyl-7-phenyl-5H-pyrimido[5,4-d][2]benzazepine). Run at time 2 hour. Procedure details: A suspension of 1.6 g (0.005 mol) of 8-chloro-3,4-dihydro-4-(dimethylaminomethylene)-1-phenyl-5H-2-benzazepin-5-one and 0.7 g (0.0075 mol) of acetamidine hydrochloride in 50 ml of methanol was stirred at room temperature, under argon, and treated with 0.8 g (0.015 mol) of sodium methylate in one portion. After stirring for 10 min, 30 ml of methylene chloride was added and stirring was continued. Another 0.8 g (0.015 mol) of sodium methylate and 0.7 g (0.0075 mol) of acetamidine hydrochloride wer... As a reaction SMILES: [Cl:1][C:2]1[CH:23]=[CH:22][C:5]2[C:6](=O)[C:7](=[CH:17]N(C)C)[CH2:8][N:9]=[C:10]([C:11]3[CH:16]=[CH:15][CH:14]=[CH:13][CH:12]=3)[C:4]=2[CH:3]=1.Cl.[C:25]([NH2:28])(=[NH:27])[CH3:26].C[O-].[Na+]>CO.C(Cl)Cl>[Cl:1][C:2]1[CH:23]=[CH:22][C:5]2[C:6]3[N:28]=[C:25]([CH3:26])[N:27]=[CH:17][C:7]=3[CH2:8][N:9]=[C:10]([C:11]3[CH:16]=[CH:15][CH:14]=[CH:13][CH:12]=3)[C:4]=2[CH:3]=1 |f:1.2,3.4|. Starting materials: C[O-].[Na+] (sodium methylate), Cl.C(C)(=N)N (acetamidine hydrochloride), ClC1=CC2=C(C(C(CN=C2C2=CC=CC=C2)=CN(C)C)=O)C=C1 (8-chloro-3,4-dihydro-4-(dimethylaminomethylene)-1-phenyl-5H-2-benzazepin-5-one), Cl.C(C)(=N)N (acetamidine hydrochloride), C[O-].[Na+] (sodium methylate), C[O-].[Na+] (sodium methylate), Cl.C(C)(=N)N (acetamidine hydrochloride). The solvent is C(Cl)Cl (methylene chloride), C(Cl)Cl (methylene chloride), CO (methanol). The reactants are D1, COC1=C(CON2C(NC3=C(C2=O)OC2=C3C=CC=C2)=O)C=CC(=C1)OC (3-(2,4-Dimethoxy-benzyloxy)-1H-benzo[4,5]furo[3,2-d]pyrimidine-2,4-dione), C(C=C)Br (allyl bromide). Product: C(C=C)N1C(N(C(C2=C1C1=C(O2)C=CC=C1)=O)O)=O (1-Allyl-3-hydroxy-1H-benzo[4,5]furo[3,2-d]pyrimidine-2,4-dione). RXN SMILES: COC1C=C(OC)C=CC=1C[O:6][N:7]1[C:12](=[O:13])[C:11]2[O:14][C:15]3[CH:20]=[CH:19][CH:18]=[CH:17][C:16]=3[C:10]=2[NH:9][C:8]1=[O:21].[CH2:28](Br)[CH:29]=[CH2:30]>>[CH2:30]([N:9]1[C:10]2[C:16]3[CH:17]=[CH:18][CH:19]=[CH:20][C:15]=3[O:14][C:11]=2[C:12](=[O:13])[N:7]([OH:6])[C:8]1=[O:21])[CH:29]=[CH2:28]. Procedure details: Following general procedure B2 and D1, 3-(2,4-Dimethoxy-benzyloxy)-1H-benzo[4,5]furo[3,2-d]pyrimidine-2,4-dione was alkylated with allyl bromide and subsequently deprotected to provide the title compound as a white solid. 1H NMR (d6-DMSO, 300 MHz) δ 4.92-4.94 (m, 2H); 5.09-5.18 (m, 2H); 6.03-6.16 (m, 1H); 7.45 (dd, J=8 Hz, 1H); 7.65 (dd, J=8 Hz, 1H); 7.81 (d, J=8 Hz, 1H); 7.98 (d, J=8 Hz, 1H); Ret. time=1.94 min., m/z=259.0. The reactants are COC(=O)c1ccc(N2CCCCC2=O)c(OC)c1, CCO, [Li+], [OH-]. The product is COc1cc(C(=O)O)ccc1N1CCCCC1=O. Reaction SMILES: [CH3:1][O:2][c:3]1[cH:4][c:5]([C:6](=[O:7])[O:8][CH3:9])[cH:10][cH:11][c:12]1[N:13]1[C:14](=[O:19])[CH2:15][CH2:16][CH2:17][CH2:18]1.[CH3:22][CH2:23][OH:24].[Li+:20].[OH-:21]>>[CH3:1][O:2][c:3]1[cH:4][c:5]([C:6](=[O:7])[OH:8])[cH:10][cH:11][c:12]1[N:13]1[C:14](=[O:19])[CH2:15][CH2:16][CH2:17][CH2:18]1. Starting materials: FC1=CC2=C(C(=NO2)C2=CC=C(C=C2)OC[C@@H]2OC2)C=C1 ((R)-6-fluoro-3-(4-oxiranylmethoxy-phenyl)-benzo[d]isoxazole), COC[C@H]1NCCC1 ((S)-(+)-2-(methoxymethyl)pyrrolidine). Run in CN(C=O)C (dimethylformamide), C(C)O (ethanol). Yields the product FC1=CC2=C(C(=NO2)C2=CC=C(OC[C@@H](CN3[C@H](CCC3)COC)O)C=C2)C=C1 ((R)-(R)-1-[4-(6-fluoro-benzo[d]isoxazol-3-yl)-phenoxyl]-3-(2-methoxymethyl-pyrrolidin-1-yl)-propan-2-ol). Reaction SMILES: [F:1][C:2]1[CH:21]=[CH:20][C:5]2[C:6]([C:9]3[CH:14]=[CH:13][C:12]([O:15][CH2:16][C@H:17]4[CH2:19][O:18]4)=[CH:11][CH:10]=3)=[N:7][O:8][C:4]=2[CH:3]=1.[CH3:22][O:23][CH2:24][C@@H:25]1[CH2:29][CH2:28][CH2:27][NH:26]1>CN(C)C=O.C(O)C>[F:1][C:2]1[CH:21]=[CH:20][C:5]2[C:6]([C:9]3[CH:14]=[CH:13][C:12]([O:15][CH2:16][C@H:17]([OH:18])[CH2:19][N:26]4[CH2:27][CH2:28][CH2:29][C@@H:25]4[CH2:24][O:23][CH3:22])=[CH:11][CH:10]=3)=[N:7][O:8][C:4]=2[CH:3]=1. Reported procedure: The title compound is prepared from a mixture of (R)-6-fluoro-3-(4-oxiranylmethoxy-phenyl)-benzo[d]isoxazole in dimethylformamide and (S)-(+)-2-(methoxymethyl)pyrrolidine in ethanol essentially as described above in Example 21. Purity by LC/MS=100%, [M+H]+=401. The reactants are FC1=C(C(=C(C(=C1F)F)F)F)C=1N(C(C=C(C1C(=O)[O-])NC1=C(C=C(C=C1)I)F)=O)C (2,3,4,5,6-Pentafluorophenyl-4-(2-fluoro-4-iodoanilino)-1-methyl-6-oxo-1,6-dihydro-3-pyridinecarboxylate), NCCCO (3-aminopropanol), CCN(C(C)C)C(C)C (DIEA). The solvent is C1CCOC1 (THF). The product is FC1=C(NC=2C(=CN(C(C2)=O)C)C(=O)NCCCO)C=CC(=C1)I (4-(2-fluoro-4-iodoanilino)-N-(3-hydroxypropyl)-1-methyl-6-oxo-1,6-dihydro-3-pyridinecarboxamide). The yield is 95.0%. As a reaction SMILES: FC1C(F)=C(F)C(F)=C(F)C=1[C:12]1[N:13]([CH3:31])[C:14](=[O:30])[CH:15]=[C:16]([NH:21][C:22]2[CH:27]=[CH:26][C:25]([I:28])=[CH:24][C:23]=2[F:29])[C:17]=1[C:18]([O-:20])=O.[NH2:32][CH2:33][CH2:34][CH2:35][OH:36].CCN(C(C)C)C(C)C>C1COCC1>[F:29][C:23]1[CH:24]=[C:25]([I:28])[CH:26]=[CH:27][C:22]=1[NH:21][C:16]1[C:17]([C:18]([NH:32][CH2:33][CH2:34][CH2:35][OH:36])=[O:20])=[CH:12][N:13]([CH3:31])[C:14](=[O:30])[CH:15]=1. Reported procedure: 2,3,4,5,6-Pentafluorophenyl-4-(2-fluoro-4-iodoanilino)-1-methyl-6-oxo-1,6-dihydro-3-pyridinecarboxylate was reacted with 3-aminopropanol in THF in the presence of DIEA as for example 4, step B. The reaction solvent was removed under reduced pressure and the resulting oil purified by chromatography on silica gel (50% acetone/CH2Cl2) to give 4-(2-fluoro-4-iodoanilino)-N-(3-hydroxypropyl)-1-methyl-6-oxo-1,6-dihydro-3-pyridinecarboxamide as a white solid (95%), m.p. (Et2O) 81-86° C. 1H NMR [(CD3)2SO...